From a dataset of the Open Reaction Database (ORD), a public repository of structured organic reaction records. describe an organic reaction: reactants, conditions, products, and yield Reactants: CC(C)(C)OC(=O)N1CC(=O)C1, C1CCOC1, C[Mg]Cl. Reaction SMILES: [C:1](=[O:2])([O:3][C:4]([CH3:5])([CH3:6])[CH3:7])[N:8]1[CH2:9][C:10](=[O:12])[CH2:11]1.[CH2:16]1[O:17][CH2:18][CH2:19][CH2:20]1.[CH3:13][Mg:14][Cl:15]>>[C:1](=[O:2])([O:3][C:4]([CH3:5])([CH3:6])[CH3:7])[N:8]1[CH2:9][C:10]([OH:12])([CH3:13])[CH2:11]1. The product is CC1(O)CN(C(=O)OC(C)(C)C)C1.